Dataset: the Open Reaction Database (ORD), a public repository of structured organic reaction records. Task: describe an organic reaction: reactants, conditions, products, and yield Reactants: CCOC(C)=O, [Cl-], Nn1ccc2cc(F)ccc21, Cc1nc(-c2cccc(F)c2)ncc1C(=O)O, [K+], [K+], O=C([O-])[O-], O. The product is Cc1nc(-c2cccc(F)c2)ncc1C(=O)Nn1ccc2cc(F)ccc21. As a reaction SMILES: [CH3:36][CH2:37][O:38][C:39]([CH3:40])=[O:41].[Cl-:1].[F:19][c:20]1[cH:21][c:22]2[cH:23][cH:24][n:25]([NH2:29])[c:26]2[cH:27][cH:28]1.[F:2][c:3]1[cH:4][c:5](-[c:9]2[n:10][cH:11][c:12]([C:16](=[O:17])[OH:18])[c:13]([CH3:15])[n:14]2)[cH:6][cH:7][cH:8]1.[K+:30].[K+:31].[O-:32][C:33]([O-:34])=[O:35].[OH2:42]>>[F:2][c:3]1[cH:4][c:5](-[c:9]2[n:10][cH:11][c:12]([C:16](=[O:18])[NH:29][n:25]3[cH:24][cH:23][c:22]4[cH:21][c:20]([F:19])[cH:28][cH:27][c:26]43)[c:13]([CH3:15])[n:14]2)[cH:6][cH:7][cH:8]1. The reactants are BrCc1ccccc1, CN(Cc1c[nH]c2ccccc12)C(=O)OCc1ccccc1, [H-], [Na+], CN(C)C=O, O. Product: CN(Cc1cn(Cc2ccccc2)c2ccccc12)C(=O)OCc1ccccc1. RXN SMILES: [Br:25][CH2:26][c:27]1[cH:28][cH:29][cH:30][cH:31][cH:32]1.[CH2:3]([c:4]1[cH:5][cH:6][cH:7][cH:8][cH:9]1)[O:10][C:11](=[O:12])[N:13]([CH3:14])[CH2:15][c:16]1[cH:17][nH:18][c:19]2[cH:20][cH:21][cH:22][cH:23][c:24]12.[H-:2].[Na+:1].[O:33]=[CH:34][N:35]([CH3:36])[CH3:37].[OH2:38]>>[CH2:3]([c:4]1[cH:5][cH:6][cH:7][cH:8][cH:9]1)[O:10][C:11](=[O:12])[N:13]([CH3:14])[CH2:15][c:16]1[cH:17][n:18]([CH2:26][c:27]2[cH:28][cH:29][cH:30][cH:31][cH:32]2)[c:19]2[cH:20][cH:21][cH:22][cH:23][c:24]12. Starting materials: compound, BrC1=C2C(=CNC2=CC=C1)C(C#N)C (2-(4-bromo-1H-indol-3-yl)propanenitrile), C(C)O (ethanol), Cl (hydrochloric acid), [OH-].[K+] (potassium hydroxide). The solvent is C(CO)O (ethylene glycol). Reaction conditions: temperature 120 celsius, time 8 hour. Yields the product BrC1=C2C(=CNC2=CC=C1)C(C(=O)O)C (2-(4-bromo-1H-indol-3-yl)propanoic acid). Reaction SMILES: [Br:1][C:2]1[CH:10]=[CH:9][CH:8]=[C:7]2[C:3]=1[C:4]([CH:11]([CH3:14])[C:12]#N)=[CH:5][NH:6]2.[OH-:15].[K+].Cl.C([OH:20])C>C(O)CO>[Br:1][C:2]1[CH:10]=[CH:9][CH:8]=[C:7]2[C:3]=1[C:4]([CH:11]([CH3:14])[C:12]([OH:20])=[O:15])=[CH:5][NH:6]2 |f:1.2|. Reported procedure: The compound prepared in Example 51, namely, 2-(4-bromo-1H-indol-3-yl)propanenitrile (184 mg) was dissolved in a mixture of ethanol (1 mL) and ethylene glycol (1 mL) and an aqueous 20% potassium hydroxide solution (0.5 mL) was added, and then the mixture was stirred overnight at 120° C. The reaction mixture was ice-cooled and then neutralized with 2M hydrochloric acid. The precipitated crystal was collected by filtration to obtain the titled compound having the following physical properties (155...